describe an organic reaction: reactants, conditions, products, and yield From a dataset of the Open Reaction Database (ORD), a public repository of structured organic reaction records. Reactants: [N+](=O)([O-])C1=C(C=C(C=C1)C1=NC(=NO1)C=1C=NC=CC1)O (2-nitro-5-(3-(pyridin-3-yl)-1,2,4-oxadiazol-5-yl)phenol). The reagents and catalysts are [Ni] (nickel). Run in O1CCCC1 (tetrahydrofuran). Product: NC1=C(C=C(C=C1)C1=NC(=NO1)C=1C=NC=CC1)O (2-amino-5-(3-(pyridin-3-yl)-1,2,4-oxadiazol-5-yl)phenol). RXN SMILES: [N+:1]([C:4]1[CH:9]=[CH:8][C:7]([C:10]2[O:14][N:13]=[C:12]([C:15]3[CH:16]=[N:17][CH:18]=[CH:19][CH:20]=3)[N:11]=2)=[CH:6][C:5]=1[OH:21])([O-])=O>O1CCCC1.[Ni]>[NH2:1][C:4]1[CH:9]=[CH:8][C:7]([C:10]2[O:14][N:13]=[C:12]([C:15]3[CH:16]=[N:17][CH:18]=[CH:19][CH:20]=3)[N:11]=2)=[CH:6][C:5]=1[OH:21]. Reported procedure: A solution of the product of Example 25 (284 mg, 1 mmol) in tetrahydrofuran (10 mL) was stirred with Raney®-nickel (Aldrich, 100 mg) under hydrogen at ambient temperature for 2 hours. The catalyst was then removed by filtration and the organic solution concentrated to give the title compound. 1H NMR (300 MHz, DMSO-d6) δ 5.67 (s, 2 H), 6.74 (d, J=8.1 Hz, 1 H), 7.41-7.50 (m, 2 H), 7.62 (dd, J=8.3, 4.6 Hz, 1 H), 8.39 (dt, J=8.2, 1.9, 1.7 Hz, 1 H), 8.78 (dd, J=4.7, 1.7 Hz, 1 H), 9.20 (d, J=1.7 Hz, 1...